This data is from the Open Reaction Database (ORD), a public repository of structured organic reaction records. The task is: describe an organic reaction: reactants, conditions, products, and yield Reactants: [Br-], CC(C)(C)c1ccc(-c2cc(C=O)cc3c2C(C)(C)CCC3(C)C)cc1, C#C[Mg+]. Yields the product C#CC(O)c1cc(-c2ccc(C(C)(C)C)cc2)c2c(c1)C(C)(C)CCC2(C)C. As a reaction SMILES: [Br-:27].[C:1]([CH3:2])([CH3:3])([CH3:4])[c:5]1[cH:6][cH:7][c:8](-[c:11]2[cH:12][c:13]([CH:25]=[O:26])[cH:14][c:15]3[c:20]2[C:19]([CH3:21])([CH3:22])[CH2:18][CH2:17][C:16]3([CH3:23])[CH3:24])[cH:9][cH:10]1.[C:28](#[CH:29])[Mg+:30]>>[C:1]([CH3:2])([CH3:3])([CH3:4])[c:5]1[cH:6][cH:7][c:8](-[c:11]2[cH:12][c:13]([CH:25]([OH:26])[C:28]#[CH:29])[cH:14][c:15]3[c:20]2[C:19]([CH3:21])([CH3:22])[CH2:18][CH2:17][C:16]3([CH3:23])[CH3:24])[cH:9][cH:10]1. The reactants are COCCN1CCC2=C(CC1)C=C(C=C2)N (3-(2-methoxy-ethyl)-2,3,4,5-tetrahydro-1H-benzo[d]azepin-7-ylamine), BrC=1C=C(C(=C(C(=O)NC)C1)NC1=NC(=NC=C1Cl)Cl)F (5-bromo-2-(2,5-dichloro-pyrimidin-4-ylamino)-3-fluoro-N-methyl-benzamide). The product is BrC=1C=C(C(=C(C(=O)NC)C1)NC1=NC(=NC=C1Cl)NC1=CC2=C(CCN(CC2)CCOC)C=C1)F (5-Bromo-2-{5-chloro-2-[3-(2-methoxy-ethyl)-2,3,4,5-tetrahydro-1H-benzo[d]azepin-7-ylamino]-pyrimidin-4-ylamino}-3-fluoro-N-methyl-benzamide), foam. Yield: 12.0%. As a reaction SMILES: [CH3:1][O:2][CH2:3][CH2:4][N:5]1[CH2:11][CH2:10][C:9]2[CH:12]=[C:13]([NH2:16])[CH:14]=[CH:15][C:8]=2[CH2:7][CH2:6]1.[Br:17][C:18]1[CH:19]=[C:20]([F:37])[C:21]([NH:28][C:29]2[C:34]([Cl:35])=[CH:33][N:32]=[C:31](Cl)[N:30]=2)=[C:22]([CH:27]=1)[C:23]([NH:25][CH3:26])=[O:24]>>[Br:17][C:18]1[CH:19]=[C:20]([F:37])[C:21]([NH:28][C:29]2[C:34]([Cl:35])=[CH:33][N:32]=[C:31]([NH:16][C:13]3[CH:14]=[CH:15][C:8]4[CH2:7][CH2:6][N:5]([CH2:4][CH2:3][O:2][CH3:1])[CH2:11][CH2:10][C:9]=4[CH:12]=3)[N:30]=2)=[C:22]([CH:27]=1)[C:23]([NH:25][CH3:26])=[O:24]. Procedure: 5-Bromo-2-{5-chloro-2-[3-(2-methoxy-ethyl)-2,3,4,5-tetrahydro-1H-benzo[d]azepin-7-ylamino]-pyrimidin-4-ylamino}-3-fluoro-N-methyl-benzamide was prepared from 3-(2-methoxy-ethyl)-2,3,4,5-tetrahydro-1H-benzo[d]azepin-7-ylamine and 5-bromo-2-(2,5-dichloro-pyrimidin-4-ylamino)-3-fluoro-N-methyl-benzamide in an analogous manner to Example 308c. Product isolated as an off-white foam (22 mg, 12%). LCMS (m/e) 577 (M+H); 1H-NMR (CDCl3, 400 MHz) δ 8.61 (s, 1H), 8.07 (s, 1H), 7.48 (s, 1H), 7.44 (d, 1H, J=9...